describe an organic reaction: reactants, conditions, products, and yield From a dataset of the Open Reaction Database (ORD), a public repository of structured organic reaction records. The reactants are COc1ccccc1, CCOC(C)=O, COc1ccc(Cn2c(=O)c(C#N)c(Cl)c3cc(OC)c(OC)cc32)cc1, [Na+], [Na+], O=C([O-])[O-], O=C(O)C(F)(F)F, O=S(=O)(O)C(F)(F)F. Product: COc1cc2[nH]c(=O)c(C#N)c(Cl)c2cc1OC. As a reaction SMILES: [CH3:35][O:36][c:37]1[cH:38][cH:39][cH:40][cH:41][cH:42]1.[CH3:57][CH2:58][O:59][C:60](=[O:61])[CH3:62].[Cl:1][c:2]1[c:3]([C:26]#[N:27])[c:4](=[O:25])[n:5]([CH2:16][c:17]2[cH:18][cH:19][c:20]([O:21][CH3:22])[cH:23][cH:24]2)[c:6]2[cH:7][c:8]([O:14][CH3:15])[c:9]([O:12][CH3:13])[cH:10][c:11]12.[Na+:51].[Na+:52].[O-:53][C:54](=[O:55])[O-:56].[OH:28][C:29]([C:30]([F:31])([F:32])[F:33])=[O:34].[OH:43][S:44]([C:45]([F:46])([F:47])[F:48])(=[O:49])=[O:50]>>[Cl:1][c:2]1[c:3]([C:26]#[N:27])[c:4](=[O:25])[nH:5][c:6]2[cH:7][c:8]([O:14][CH3:15])[c:9]([O:12][CH3:13])[cH:10][c:11]12. RXN SMILES: [CH2:1]([CH2:2][CH2:3][CH2:4][CH2:5][CH2:6][CH3:7])[Br:8].[CH2:23]([N+:24]([CH2:25][CH2:26][CH2:27][CH3:28])([CH2:29][CH2:30][CH2:31][CH3:32])[CH2:33][CH2:34][CH2:35][CH3:36])[CH2:37][CH2:38][CH3:39].[CH3:9][O:10][Si:11]([c:12]1[cH:13][cH:14][cH:15][cH:16][cH:17]1)([O:18][CH3:19])[O:20][CH3:21].[F-:22].[O:43]1[CH2:44][CH2:45][CH2:46][CH2:47]1.[Pd:40]([Br:41])[Br:42]>>[CH2:1]([CH2:2][CH2:3][CH2:4][CH2:5][CH2:6][CH3:7])[c:12]1[cH:13][cH:14][cH:15][cH:16][cH:17]1. Yields the product CCCCCCCc1ccccc1. Starting materials: CCCCCCCBr, CCCC[N+](CCCC)(CCCC)CCCC, CO[Si](OC)(OC)c1ccccc1, [F-], C1CCOC1, Br[Pd]Br.